Task: describe an organic reaction: reactants, conditions, products, and yield. Dataset: the Open Reaction Database (ORD), a public repository of structured organic reaction records Starting materials: C1CCOC1, COc1cc(OC)c(Br)c(OC)c1, O=C1CCCCC1, O. Product: COc1cc(OC)c(C2=CCCCC2)c(OC)c1. Reaction SMILES: [CH2:22]1[O:23][CH2:24][CH2:25][CH2:26]1.[CH3:1][O:2][c:3]1[c:4]([Br:13])[c:5]([O:11][CH3:12])[cH:6][c:7]([O:9][CH3:10])[cH:8]1.[O:14]=[C:15]1[CH2:16][CH2:17][CH2:18][CH2:19][CH2:20]1.[OH2:21]>>[CH3:1][O:2][c:3]1[c:4]([C:15]2=[CH:16][CH2:17][CH2:18][CH2:19][CH2:20]2)[c:5]([O:11][CH3:12])[cH:6][c:7]([O:9][CH3:10])[cH:8]1.